This data is from the Open Reaction Database (ORD), a public repository of structured organic reaction records. The task is: describe an organic reaction: reactants, conditions, products, and yield Starting materials: [H-].[H-].[H-].[H-].[Li+].[Al+3] (LiAlH4), C1(=CC=CC=C1)C=1CCN(CC1)CC(CCN1N=CC=C1)=O (1-[4-(4-phenyl-1,2,3,6-tetrahydro-1-pyridyl)-3-oxobutyl]-1H-pyrazole). The solvent is C1CCOC1 (THF). Product: C1(=CC=CC=C1)C=1CCN(CC1)CCCCN1N=CC=C1 (1-[4-(4-phenyl-1,2,3,6-tetrahydro-1-pyridyl)butyl]-1H-pyrazole). Isolated yield 82.0%. Reaction SMILES: [H-].[H-].[H-].[H-].[Li+].[Al+3].[C:7]1([C:13]2[CH2:14][CH2:15][N:16]([CH2:19][C:20](=O)[CH2:21][CH2:22][N:23]3[CH:27]=[CH:26][CH:25]=[N:24]3)[CH2:17][CH:18]=2)[CH:12]=[CH:11][CH:10]=[CH:9][CH:8]=1>C1COCC1>[C:7]1([C:13]2[CH2:18][CH2:17][N:16]([CH2:19][CH2:20][CH2:21][CH2:22][N:23]3[CH:27]=[CH:26][CH:25]=[N:24]3)[CH2:15][CH:14]=2)[CH:12]=[CH:11][CH:10]=[CH:9][CH:8]=1 |f:0.1.2.3.4.5|. Reported procedure: 2.0 g of LiAlH4 are added to a solution of 3.3 g (10 mmol) of 1-[4-(4-phenyl-1,2,3,6-tetrahydro-1-pyridyl)-3-oxobutyl]-1H-pyrazole in 25 ml of THF. The resulting mixture is refluxed for 2 hours. The excess LiAlH4 is destroyed by addition of concentrated NaOH and water. The inorganic salts are filtered off and the THF is evaporated under vacuum, giving 2.6 g (8.2 mmol) of 1-[4-(4-phenyl-1,2,3,6-tetrahydro-1-pyridyl)butyl]-1H-pyrazole. Reactants: CC1=C(C(=NO1)C1=CC=CC=C1)C1=NC=C2N1C=C(C=C2)C(=O)O (3-(5-methyl-3-phenyl-isoxazol-4-yl)-imidazo[1,5-a]pyridine-6-carboxylic acid), O1CCC(CC1)N (tetrahydropyran-4-ylamine). The product is O1CCC(CC1)NC(=O)C=1C=CC=2N(C1)C(=NC2)C=2C(=NOC2C)C2=CC=CC=C2 (3-(5-Methyl-3-phenyl-isoxazol-4-yl)-imidazo[1,5-a]pyridine-6-carboxylic acid (tetrahydro-pyran-4-yl)-amide). Isolated yield 55.2%. As a reaction SMILES: [CH3:1][C:2]1[O:6][N:5]=[C:4]([C:7]2[CH:12]=[CH:11][CH:10]=[CH:9][CH:8]=2)[C:3]=1[C:13]1[N:17]2[CH:18]=[C:19]([C:22](O)=[O:23])[CH:20]=[CH:21][C:16]2=[CH:15][N:14]=1.[O:25]1[CH2:30][CH2:29][CH:28]([NH2:31])[CH2:27][CH2:26]1>>[O:25]1[CH2:30][CH2:29][CH:28]([NH:31][C:22]([C:19]2[CH:20]=[CH:21][C:16]3[N:17]([C:13]([C:3]4[C:4]([C:7]5[CH:8]=[CH:9][CH:10]=[CH:11][CH:12]=5)=[N:5][O:6][C:2]=4[CH3:1])=[N:14][CH:15]=3)[CH:18]=2)=[O:23])[CH2:27][CH2:26]1. Reported procedure: As described for example 4b, 3-(5-methyl-3-phenyl-isoxazol-4-yl)-imidazo[1,5-a]pyridine-6-carboxylic acid (58 mg, 0.18 mmol), was converted, using tetrahydropyran-4-ylamine (28 mg, 0.27 mmol) instead of cyclopropyl methylamine, to the title compound (40 mg, 55%) which was obtained as a light yellow solid. MS: m/e (ESI): 403.3 [M+H]+. Starting materials: CC1(c2ccc3c(Br)c(OC4CCC(C(C)(C)C)CC4)ccc3c2)COC(=O)N1, CCOC(C)=O, COCCOC, OB(O)c1ccc(OC(F)(F)F)cc1, [Na+], [Na+], O=C([O-])[O-], O. Yields the product CC1(c2ccc3c(-c4ccc(OC(F)(F)F)cc4)c(OC4CCC(C(C)(C)C)CC4)ccc3c2)COC(=O)N1. Reaction SMILES: [Br:1][c:2]1[c:3]2[cH:4][cH:5][c:6]([C:23]3([CH3:29])[NH:24][C:25](=[O:28])[O:26][CH2:27]3)[cH:7][c:8]2[cH:9][cH:10][c:11]1[O:12][CH:13]1[CH2:14][CH2:15][CH:16]([C:19]([CH3:20])([CH3:21])[CH3:22])[CH2:17][CH2:18]1.[CH2:57]([O:58][C:59](=[O:60])[CH3:61])[CH3:62].[CH3:50][O:51][CH2:52][CH2:53][O:54][CH3:55].[F:30][C:31]([O:32][c:33]1[cH:34][cH:35][c:36]([B:39]([OH:40])[OH:41])[cH:37][cH:38]1)([F:42])[F:43].[Na+:44].[Na+:45].[O-:46][C:47](=[O:48])[O-:49].[OH2:56]>>[c:2]1(-[c:36]2[cH:35][cH:34][c:33]([O:32][C:31]([F:30])([F:42])[F:43])[cH:38][cH:37]2)[c:3]2[cH:4][cH:5][c:6]([C:23]3([CH3:29])[NH:24][C:25](=[O:28])[O:26][CH2:27]3)[cH:7][c:8]2[cH:9][cH:10][c:11]1[O:12][CH:13]1[CH2:14][CH2:15][CH:16]([C:19]([CH3:20])([CH3:21])[CH3:22])[CH2:17][CH2:18]1.